Task: describe an organic reaction: reactants, conditions, products, and yield. Dataset: the Open Reaction Database (ORD), a public repository of structured organic reaction records Starting materials: NC(=O)C1CC=CCC1N, CCc1cc(-c2cncc(C(=O)O)c2)c(C)[nH]c1=O. Yields the product CCc1cc(-c2cncc(C(=O)NC3CC=CCC3C(N)=O)c2)c(C)[nH]c1=O. RXN SMILES: [C:20]([NH2:21])(=[O:22])[CH:23]1[CH2:24][CH:25]=[CH:26][CH2:27][CH:28]1[NH2:29].[CH2:1]([CH3:2])[c:3]1[cH:4][c:5](-[c:11]2[cH:12][n:13][cH:14][c:15]([C:17](=[O:18])[OH:19])[cH:16]2)[c:6]([CH3:10])[nH:7][c:8]1=[O:9]>>[CH2:1]([CH3:2])[c:3]1[cH:4][c:5](-[c:11]2[cH:12][n:13][cH:14][c:15]([C:17](=[O:19])[NH:29][CH:28]3[CH:23]([C:20]([NH2:21])=[O:22])[CH2:24][CH:25]=[CH:26][CH2:27]3)[cH:16]2)[c:6]([CH3:10])[nH:7][c:8]1=[O:9].